The task is: describe an organic reaction: reactants, conditions, products, and yield. This data is from the Open Reaction Database (ORD), a public repository of structured organic reaction records. Reaction SMILES: [C:28]([n:29]1[cH:30][cH:31][n:32][cH:33]1)([n:34]1[cH:35][cH:36][n:37][cH:38]1)=[O:39].[CH2:1]([c:2]1[cH:3][cH:4][cH:5][cH:6][cH:7]1)[O:8][C:9](=[O:10])[NH:11][CH:12]1[CH2:13][CH:14]([C:25]([OH:26])=[O:27])[CH2:15][N:16]([C:18](=[O:19])[O:20][C:21]([CH3:22])([CH3:23])[CH3:24])[CH2:17]1.[CH2:40]([CH3:41])[O:42][C:43]([CH2:44][C:45](=[O:46])[K:47])=[O:48].[CH2:52]1[O:53][CH2:54][CH2:55][CH2:56]1.[Cl-:49].[Cl-:51].[ClH:57].[Mg+2:50]>>[CH2:1]([c:2]1[cH:3][cH:4][cH:5][cH:6][cH:7]1)[O:8][C:9](=[O:10])[NH:11][CH:12]1[CH2:13][CH:14]([C:45]([CH2:44][C:43]([O:42][CH2:40][CH3:41])=[O:48])=[O:46])[CH2:15][N:16]([C:18](=[O:19])[O:20][C:21]([CH3:22])([CH3:23])[CH3:24])[CH2:17]1. Reactants: O=C(n1ccnc1)n1ccnc1, CC(C)(C)OC(=O)N1CC(NC(=O)OCc2ccccc2)CC(C(=O)O)C1, CCOC(=O)CC(=O)[K], C1CCOC1, [Cl-], [Cl-], Cl, [Mg+2]. The product is CCOC(=O)CC(=O)C1CC(NC(=O)OCc2ccccc2)CN(C(=O)OC(C)(C)C)C1. Starting materials: COC(C1=CN=C(C(=C1)Br)Cl)=O (5-bromo-6-chloro-nicotinic acid methylester), N[C@H]1[C@@H](CCCC1)O ((1R,2R)-2-amino-cyclohexanol), FC(CO)(F)F (2,2,2-trifluoro-ethanol), FC1=CC=C(C=C1)B(O)O (4-fluorophenyl-boronic acid). Product: FC1=CC=C(C=C1)C=1C(=NC=C(C(=O)N[C@H]2[C@@H](CCCC2)O)C1)OCC(F)(F)F (5-(4-Fluoro-phenyl)-N-((1R,2R)-2-hydroxy-cyclohexyl)-6-(2,2,2-trifluoro-ethoxy)-nicotinamide). As a reaction SMILES: CO[C:3](=[O:12])[C:4]1[CH:9]=[C:8](Br)[C:7](Cl)=[N:6][CH:5]=1.[F:13][C:14]([F:18])([F:17])[CH2:15][OH:16].[F:19][C:20]1[CH:25]=[CH:24][C:23](B(O)O)=[CH:22][CH:21]=1.[NH2:29][C@@H:30]1[CH2:35][CH2:34][CH2:33][CH2:32][C@H:31]1[OH:36]>>[F:19][C:20]1[CH:25]=[CH:24][C:23]([C:8]2[C:7]([O:16][CH2:15][C:14]([F:18])([F:17])[F:13])=[N:6][CH:5]=[C:4]([CH:9]=2)[C:3]([NH:29][C@@H:30]2[CH2:35][CH2:34][CH2:33][CH2:32][C@H:31]2[OH:36])=[O:12])=[CH:22][CH:21]=1. Reported procedure: The title compound was synthesized in analogy to the procedure described for the preparation of Example 11, using 5-bromo-6-chloro-nicotinic acid methylester, 2,2,2-trifluoro-ethanol (commercially available), 4-fluorophenyl-boronic acid (commercially available) and (1R,2R)-2-amino-cyclohexanol (commercially available) as starting materials. MS (m/e): 413.1 (MH+).